Dataset: the Open Reaction Database (ORD), a public repository of structured organic reaction records. Task: describe an organic reaction: reactants, conditions, products, and yield Starting materials: S(=O)(Cl)Cl (thionyl chloride), FC1=C(C=CC(=C1)F)C1=CC=C(C=C1)C(CC(=O)O)C (3-(2',4'-difluoro-4-biphenylyl)butyric acid). Run in C1=CC=CC=C1 (benzene). Reaction conditions: time 24 hour. Product: FC1=C(C=CC(=C1)F)C1=CC=C(C=C1)C(CC(=O)Cl)C (3-(2',4'-difluoro-4-biphenylyl)butyryl chloride). As a reaction SMILES: S(Cl)([Cl:3])=O.[F:5][C:6]1[CH:11]=[C:10]([F:12])[CH:9]=[CH:8][C:7]=1[C:13]1[CH:18]=[CH:17][C:16]([CH:19]([CH3:24])[CH2:20][C:21](O)=[O:22])=[CH:15][CH:14]=1>C1C=CC=CC=1>[F:5][C:6]1[CH:11]=[C:10]([F:12])[CH:9]=[CH:8][C:7]=1[C:13]1[CH:18]=[CH:17][C:16]([CH:19]([CH3:24])[CH2:20][C:21]([Cl:3])=[O:22])=[CH:15][CH:14]=1. Reported procedure: 6 g. of thionyl chloride and 10 g. of 3-(2',4'-difluoro-4-biphenylyl)butyric acid in 80 ml. of benzene are allowed to stand at 25° for 24 hours and the mixture is evaporated under reduced pressure to give 3-(2',4'-difluoro-4-biphenylyl)butyryl chloride. The reactants are OC1C(COC1)C#N (Tetrahydro-4-hydroxy-3-furancarbonitrile), CS(=O)(=O)Cl (methanesulfonyl chloride). Solvent: C(C)N(CC)CC (triethylamine). The product is CS(=O)(=O)O[C@H]1[C@@H](COC1)C#N ((3R-trans)-Tetrahydro-4-[(methylsulfonyl)oxy]-3-furancarbonitrile). The yield is 89.3%. RXN SMILES: [OH:1][CH:2]1[CH2:6][O:5][CH2:4][CH:3]1[C:7]#[N:8].[CH3:9][S:10](Cl)(=[O:12])=[O:11]>C(N(CC)CC)C>[CH3:9][S:10]([O:1][C@@H:2]1[CH2:6][O:5][CH2:4][C@H:3]1[C:7]#[N:8])(=[O:12])=[O:11]. Procedure details: The title compound is prepared by the procedure of Example 178 using 0.367 g of product from Example 197, 0.394 g of triethylamine, and 0.446 g of methanesulfonyl chloride to give 0.554 g of the desired product. The reactants are OCc1ccc(Br)o1, CI, [H-], [Na+], CN(C)C=O. Product: COCc1ccc(Br)o1. Reaction SMILES: [Br:3][c:4]1[cH:5][cH:6][c:7]([CH2:9][OH:10])[o:8]1.[CH3:11][I:12].[H-:1].[Na+:2].[O:13]=[CH:14][N:15]([CH3:16])[CH3:17]>>[Br:3][c:4]1[cH:5][cH:6][c:7]([CH2:9][O:10][CH3:11])[o:8]1. The reactants are C(F)(F)(C(F)(F)C(F)(F)F)OC(F)C(F)(F)C(=O)OC (C3F7OCHFCF2COOCH3), [OH-].[Na+] (sodium hydroxide). Yields the product C(F)(F)(C(F)(F)C(F)(F)F)OC(F)C(F)(F)C(=O)O[Na] (C3F7OCHFCF2COONa). As a reaction SMILES: [C:1]([O:11][CH:12]([C:14]([C:17]([O:19]C)=[O:18])([F:16])[F:15])[F:13])([C:4]([C:7]([F:10])([F:9])[F:8])([F:6])[F:5])([F:3])[F:2].[OH-].[Na+:22]>>[C:1]([O:11][CH:12]([C:14]([C:17]([O:19][Na:22])=[O:18])([F:16])[F:15])[F:13])([C:4]([C:7]([F:10])([F:9])[F:8])([F:6])[F:5])([F:3])[F:2] |f:1.2|. Procedure details: The procedure of Preparation 1 was followed except using 16.3 grams of C3F7OCHFCF2COOCH3 instead of the CF3O(CF2)3OCHFCF2COOCH3 and using 2 grams of sodium hydroxide (50 mmol) instead of potassium hydroxide. The reactants are CC(C)([O-])C.[Na+] (sodium t-butoxide), C=1C=CC(=CC1)P(C=2C=CC=CC2)C3=CC=C4C=CC=CC4=C3C5=C6C=CC=CC6=CC=C5P(C=7C=CC=CC7)C=8C=CC=CC8 (BINAP), BrC=1C=C2C(CC(N(C2=CC1C)C(C)C)=O)(C)C (6-bromo-1-isopropyl-4,4,7-trimethyl-2-oxo-1,2,3,4-tetrahydroquinoline), BrC=1C=C2C(CC(N(C2=CC1C)C(C)C)=O)(C)C (6-bromo-1-isopropyl-4,4,7-trimethyl-2-oxo-1,2,3,4-tetrahydroquinoline), C(C1=CC=CC=C1)(C1=CC=CC=C1)=N (benzophenone imine). Reagents/catalysts: C=1C=CC(=CC1)/C=C/C(=O)/C=C/C2=CC=CC=C2.C=1C=CC(=CC1)/C=C/C(=O)/C=C/C2=CC=CC=C2.C=1C=CC(=CC1)/C=C/C(=O)/C=C/C2=CC=CC=C2.[Pd].[Pd] (tris(dibenzylideneacetone)dipalladium(0)). Run in C1(=CC=CC=C1)C (toluene), CCOCC (ether). Run at temperature 80 celsius, time 1 hour. Yields the product NC=1C=C2C(CC(N(C2=CC1C)C(C)C)=O)(C)C (6-Amino-1-isopropyl-4,4,7-trimethyl-2-oxo-1,2,3,4-tetrahydroquinoline). The yield is 30.1%. Reaction SMILES: Br[C:2]1[CH:3]=[C:4]2[C:9](=[CH:10][C:11]=1[CH3:12])[N:8]([CH:13]([CH3:15])[CH3:14])[C:7](=[O:16])[CH2:6][C:5]2([CH3:18])[CH3:17].C(=[NH:32])(C1C=CC=CC=1)C1C=CC=CC=1.CC(C)([O-])C.[Na+].C1C=CC(P(C2C(C3C(P(C4C=CC=CC=4)C4C=CC=CC=4)=CC=C4C=3C=CC=C4)=C3C(C=CC=C3)=CC=2)C2C=CC=CC=2)=CC=1>C1(C)C=CC=CC=1.CCOCC.C1C=CC(/C=C/C(/C=C/C2C=CC=CC=2)=O)=CC=1.C1C=CC(/C=C/C(/C=C/C2C=CC=CC=2)=O)=CC=1.C1C=CC(/C=C/C(/C=C/C2C=CC=CC=2)=O)=CC=1.[Pd].[Pd]>[NH2:32][C:2]1[CH:3]=[C:4]2[C:9](=[CH:10][C:11]=1[CH3:12])[N:8]([CH:13]([CH3:15])[CH3:14])[C:7](=[O:16])[CH2:6][C:5]2([CH3:18])[CH3:17] |f:2.3,7.8.9.10.11|. Reported procedure: A solution of 6-bromo-1-isopropyl-4,4,7-trimethyl-2-oxo-1,2,3,4-tetrahydroquinoline (Compound 17, 2.86 g, 9.2 mmol), benzophenone imine (1.54 g, 8.5 mmol) in 25.0 mL of toluene was degassed with argon for 20 minutes. To this solution was added sodium t-butoxide (1.16 g, 1.2 mmol), tris(dibenzylideneacetone)dipalladium(0) (97 mg, 0.11 mmol) and BINAP (0.18 g, 0.29 mmol) consecutively. The reaction mixture was then heated at 80° C. for 24 hours. Thereafter it was cooled to room temperature, dilute...